This data is from the Open Reaction Database (ORD), a public repository of structured organic reaction records. The task is: describe an organic reaction: reactants, conditions, products, and yield Reactants: CCOC(C)=O, CCO, CC(=O)O, CCOP(=O)(OCC)C(Cl)=Cc1cc([N+](=O)[O-])c(F)cc1Cl, [Fe]. Yields the product CCOP(=O)(OCC)C(Cl)=Cc1cc(N)c(F)cc1Cl. Reaction SMILES: [CH3:23][CH2:24][O:25][C:26](=[O:27])[CH3:28].[CH3:29][CH2:30][OH:31].[CH3:32][C:33](=[O:34])[OH:35].[Cl:1][C:2](=[CH:3][c:4]1[c:5]([Cl:14])[cH:6][c:7]([F:13])[c:8]([N+:10]([O-:11])=[O:12])[cH:9]1)[P:15]([O:16][CH2:17][CH3:18])([O:19][CH2:20][CH3:21])=[O:22].[Fe:36]>>[Cl:1][C:2](=[CH:3][c:4]1[c:5]([Cl:14])[cH:6][c:7]([F:13])[c:8]([NH2:10])[cH:9]1)[P:15]([O:16][CH2:17][CH3:18])([O:19][CH2:20][CH3:21])=[O:22].